From a dataset of the Open Reaction Database (ORD), a public repository of structured organic reaction records. describe an organic reaction: reactants, conditions, products, and yield As a reaction SMILES: [CH2:1]([CH3:2])[O:3][c:4]1[cH:5][c:6]([CH:12]([CH2:13][C:14](=[O:15])[OH:16])[N:17]2[C:18](=[O:30])[c:19]3[c:20]([c:23]([N+:27](=[O:28])[O-:29])[cH:24][cH:25][cH:26]3)[C:21]2=[O:22])[cH:7][cH:8][c:9]1[O:10][CH3:11].[ClH:31].[NH2:32][OH:33].[O:34]1[CH2:35][CH2:36][CH2:37][CH2:38]1>>[CH2:1]([CH3:2])[O:3][c:4]1[cH:5][c:6]([CH:12]([CH2:13][C:14](=[O:15])[NH:32][OH:33])[N:17]2[C:18](=[O:30])[c:19]3[c:20]([c:23]([N+:27](=[O:28])[O-:29])[cH:24][cH:25][cH:26]3)[C:21]2=[O:22])[cH:7][cH:8][c:9]1[O:10][CH3:11]. The reactants are CCOc1cc(C(CC(=O)O)N2C(=O)c3cccc([N+](=O)[O-])c3C2=O)ccc1OC, Cl, NO, C1CCOC1. The product is CCOc1cc(C(CC(=O)NO)N2C(=O)c3cccc([N+](=O)[O-])c3C2=O)ccc1OC. Reactants: BrC=1C=CC(=C(C=NCC(OC)OC)C1)F (5-Bromo-2-fluorobenzylidene-2,2-dimethoxyethylamine), S(O)(O)(=O)=O (sulfuric acid), S(O)(O)(=O)=O (sulfuric acid). Conditions: temperature 135 celsius, time 30 minute. Yields the product BrC1=C2C=CN=CC2=C(C=C1)F (5-Bromo-8-fluoro-isoquinoline). Isolated yield 2.0%. As a reaction SMILES: [Br:1][C:2]1[CH:3]=[CH:4][C:5]([F:16])=[C:6]([CH:15]=1)[CH:7]=[N:8][CH2:9][CH:10](OC)OC.S(=O)(=O)(O)O>>[Br:1][C:2]1[CH:3]=[CH:4][C:5]([F:16])=[C:6]2[C:15]=1[CH:10]=[CH:9][N:8]=[CH:7]2. Procedure details: A mixture of 5-bromo-2-fluorobenzaldehyde (15 g, 74 mmol) and 2,2-dimethoxy-ethylamine (7.77 g, 74 mmol) in toluene (142 mL) was heated to reflux for 30 minutes using a Dean-Stark trap to remove water. The solution was then concentrated under vacuum to provide 5-bromo-2-fluorobenzylidene-2,2-dimethoxyethylamine. 5-Bromo-2-fluorobenzylidene-2,2-dimethoxyethylamine and cold concentrated sulfuric acid (28 mL) were added separately, dropwise, over a period of 20 minutes to concentrated sulfuric acid... Starting materials: CC1(C2=C(NC(O1)=O)C=CC(=C2)B(O)O)C (4,4-dimethyl 2 oxo-1,4-dihydro 2H-benzo[d][1,3]oxazin-6-boronic acid), BrC1=COC(=C1)C(OCC)OCC (3-bromo-5-Diethoxymethyl furan). The solvent is O (H2O). Product: C(C)OC(C1=CC(=CO1)C1=CC2=C(NC(OC2(C)C)=O)C=C1)OCC (6-(5-Diethoxymethyl-furan-3-yl)-4,4-dimethyl-1,4-dihydro-benzo[d][1,3]oxazin-2-one). As a reaction SMILES: [CH3:1][C:2]1([CH3:16])[O:7][C:6](=[O:8])[NH:5][C:4]2[CH:9]=[CH:10][C:11](B(O)O)=[CH:12][C:3]1=2.Br[C:18]1[CH:22]=[C:21]([CH:23]([O:27][CH2:28][CH3:29])[O:24][CH2:25][CH3:26])[O:20][CH:19]=1>O>[CH2:28]([O:27][CH:23]([O:24][CH2:25][CH3:26])[C:21]1[O:20][CH:19]=[C:18]([C:11]2[CH:10]=[CH:9][C:4]3[NH:5][C:6](=[O:8])[O:7][C:2]([CH3:16])([CH3:1])[C:3]=3[CH:12]=2)[CH:22]=1)[CH3:29]. Procedure details: Prepared according to procedure B from 4,4-dimethyl 2 oxo-1,4-dihydro 2H-benzo[d][1,3]oxazin-6-boronic acid and 3-bromo-5-Diethoxymethyl furan. A brown gum: 1H NMR (DMSO-d6) δ 10.2 (s, 1H), 8.12 (s, 1H), 7.54-7.49 (m, 2H), 6.93-6.88 (m, 2H), 5.56 (s, 1H), 3.60-3.38 (m, 4H), 1.67 (s, 6H), 1.2-1.14 (m, 6H). MS (ESI) m/z 344 [M−H]−. Anal. Calcd. For C19H23NO5.1/2 H2O: C, 64.39; H, 6.77; N, 3.95. Found C, 64.90; H, 6.79; N, 3.78. The reactants are FC(C(F)F)(S(=O)(=O)[O-])F.[K+] (Potassium 1,1,2,2-tetrafluoroethanesulfonate), [I-].FC(CC[P+](CCCCCCCC)(CCCCCCCC)CCCCCCCC)(C(C(C(C(C(F)(F)F)(F)F)(F)F)(F)F)(F)F)F ((3,3,4,4,5,5,6,6,7,7,8,8,8-tridecafluorooctyl) -trioctylphosphonium iodide). Solvent: CC(=O)C (acetone). Conditions: temperature 60 celsius, time 24 hour. The product is FC(C(F)F)(S(=O)(=O)[O-])F.FC(CC[P+](CCCCCCCC)(CCCCCCCC)CCCCCCCC)(C(C(C(C(C(F)(F)F)(F)F)(F)F)(F)F)(F)F)F ((3,3,4,4,5,5,6,6,7,7,8,8,8-tridecafluorooctyl)-trioctylphosphonium 1,1,2,2-tetrafluoroethanesulfonate). Yield: 109.3%. Reaction SMILES: [F:1][C:2]([F:10])([S:6]([O-:9])(=[O:8])=[O:7])[CH:3]([F:5])[F:4].[K+].[I-].[F:13][C:14]([F:58])([C:42]([F:57])([F:56])[C:43]([F:55])([F:54])[C:44]([F:53])([F:52])[C:45]([F:51])([F:50])[C:46]([F:49])([F:48])[F:47])[CH2:15][CH2:16][P+:17]([CH2:34][CH2:35][CH2:36][CH2:37][CH2:38][CH2:39][CH2:40][CH3:41])([CH2:26][CH2:27][CH2:28][CH2:29][CH2:30][CH2:31][CH2:32][CH3:33])[CH2:18][CH2:19][CH2:20][CH2:21][CH2:22][CH2:23][CH2:24][CH3:25]>CC(C)=O>[F:1][C:2]([F:10])([S:6]([O-:9])(=[O:8])=[O:7])[CH:3]([F:5])[F:4].[F:58][C:14]([F:13])([C:42]([F:56])([F:57])[C:43]([F:54])([F:55])[C:44]([F:52])([F:53])[C:45]([F:50])([F:51])[C:46]([F:47])([F:48])[F:49])[CH2:15][CH2:16][P+:17]([CH2:26][CH2:27][CH2:28][CH2:29][CH2:30][CH2:31][CH2:32][CH3:33])([CH2:18][CH2:19][CH2:20][CH2:21][CH2:22][CH2:23][CH2:24][CH3:25])[CH2:34][CH2:35][CH2:36][CH2:37][CH2:38][CH2:39][CH2:40][CH3:41] |f:0.1,2.3,5.6|. Procedure details: The solvent was removed under vacuum giving (3,3,4,4,5,5,6,6,7,7,8,8,8-tridecafluorooctyl)-trioctylphosphonium iodide as a waxy solid (30.5 g). Potassium 1,1,2,2-tetrafluoroethanesulfonate (TFES-K, 13.9 g) was dissolved in reagent grade acetone (100 ml) in a separate round-bottomed flask, and to this was added (3,3,4,4,5,5,6,6,7,7,8,8,8-tridecafluorooctyl) -trioctylphosphonium iodide (60 g). The reaction mixture was heated at 60 degrees C. under reflux for approximately 16 hours. The reaction mi... Reactants: CC1=CC(=C(C(=C1)C)O)C(CC1=CC=CC=C1)=O (4,6-dimethyl-2-(2-phenylacetyl)-phenol), C(C)(=O)OC(C)=O (acetic anhydride). Procedure details: 212.6 Grams of 4,6-dimethyl-2-(2-phenylacetyl)-phenol was dissolved in 350 ml of N,N,N',N'-tetramethyldiaminomethane, then under ice-cooled condition with stirring, 350 ml of acetic anhydride was added dropwise thereto. The reaction mixture was further stirred at room temperature for 2 hours, then was poured in 1 kg of ice and stirred vigorously. The crystals separated in the mixture were collected by filtration, washes with water, then dried. Recrystallized from ethanol to obtain 186 g of 2,4-d... RXN SMILES: [CH3:1][C:2]1[CH:7]=[C:6]([CH3:8])[C:5]([OH:9])=[C:4]([C:10](=[O:18])[CH2:11][C:12]2[CH:17]=[CH:16][CH:15]=[CH:14][CH:13]=2)[CH:3]=1.[C:19](OC(=O)C)(=O)C>CN(CN(C)C)C>[CH3:8][C:6]1[CH:7]=[C:2]([CH3:1])[CH:3]=[C:4]([C:10](=[O:18])[C:11]([C:12]2[CH:17]=[CH:16][CH:15]=[CH:14][CH:13]=2)=[CH2:19])[C:5]=1[OH:9]. Product: CC1=C(C(=CC(=C1)C)C(C(=C)C1=CC=CC=C1)=O)O (2,4-dimethyl-6-(2-phenylacryloyl)phenol). Run in CN(C)CN(C)C (N,N,N',N'-tetramethyldiaminomethane), ice. Starting materials: C(C)OC(=O)C(CC(=O)OC(C)(C)C)=C(OCOC)C(N(CC1=CC2=CC=CC=C2C=C1)C(C(CC=1OC(=CC1)C(NC1=CC=CC=C1)=O)CO)C)=O (tert-butyl 3-(ethoxycarbonyl)-4-[N-[(1RS,2RS)-2-(hydroxymethyl)-1-methyl-3-{5-(phenylcarbamoyl)-2-furyl}propyl]-N-(2-naphthylmethyl)carbamoyl]-4-(methoxymethyloxy)-3-butenoate), C(O)([O-])=O.[Na+] (sodium hydrogencarbonate), S(=S)(=O)([O-])[O-].[Na+].[Na+] (sodium thiosulfate), CC(=O)OI1(C=2C=CC=CC2C(=O)O1)(OC(=O)C)OC(=O)C (Dess-Martin reagent). The solvent is C(Cl)(Cl)Cl (chloroform). The product is C(C)OC(=O)C(CC(=O)OC(C)(C)C)=C(OCOC)C(N(CC1=CC2=CC=CC=C2C=C1)C(C(CC=1OC(=CC1)C(NC1=CC=CC=C1)=O)C=O)C)=O (tert-butyl 3-(ethoxycarbonyl)-4-[N-[(1RS,2RS)-2-formyl-1-methyl-3-{5-(phenylcarbamoyl)-2-furyl}propyl]-N-(2-naphthylmethyl)carbamoyl]-4-(methoxymethyloxy)-3-butenoate). Yield: 52.6%. RXN SMILES: [CH2:1]([O:3][C:4]([C:6](=[C:15]([C:20](=[O:53])[N:21]([CH:33]([CH3:52])[CH:34]([CH2:50][OH:51])[CH2:35][C:36]1[O:37][C:38]([C:41](=[O:49])[NH:42][C:43]2[CH:48]=[CH:47][CH:46]=[CH:45][CH:44]=2)=[CH:39][CH:40]=1)[CH2:22][C:23]1[CH:32]=[CH:31][C:30]2[C:25](=[CH:26][CH:27]=[CH:28][CH:29]=2)[CH:24]=1)[O:16][CH2:17][O:18][CH3:19])[CH2:7][C:8]([O:10][C:11]([CH3:14])([CH3:13])[CH3:12])=[O:9])=[O:5])[CH3:2].CC(OI1(OC(C)=O)(OC(C)=O)OC(=O)C2C=CC=CC1=2)=O.C(=O)([O-])O.[Na+].S([O-])([O-])(=O)=S.[Na+].[Na+]>C(Cl)(Cl)Cl>[CH2:1]([O:3][C:4]([C:6](=[C:15]([C:20](=[O:53])[N:21]([CH:33]([CH3:52])[CH:34]([CH:50]=[O:51])[CH2:35][C:36]1[O:37][C:38]([C:41](=[O:49])[NH:42][C:43]2[CH:44]=[CH:45][CH:46]=[CH:47][CH:48]=2)=[CH:39][CH:40]=1)[CH2:22][C:23]1[CH:32]=[CH:31][C:30]2[C:25](=[CH:26][CH:27]=[CH:28][CH:29]=2)[CH:24]=1)[O:16][CH2:17][O:18][CH3:19])[CH2:7][C:8]([O:10][C:11]([CH3:14])([CH3:13])[CH3:12])=[O:9])=[O:5])[CH3:2] |f:2.3,4.5.6|. Procedure: 124 mg of tert-butyl 3-(ethoxycarbonyl)-4-[N-[(1RS,2RS)-2-(hydroxymethyl)-1-methyl-3-{5-(phenylcarbamoyl)-2-furyl}propyl]-N-(2-naphthylmethyl)carbamoyl]-4-(methoxymethyloxy)-3-butenoate was dissolved in 3 ml of chloroform and stirred with 288 mg of the Dess-Martin reagent (periodinane) at room temperature for 30 minutes. The reaction solution was poured into a mixture of saturated aqueous sodium hydrogencarbonate and saturated aqueous sodium thiosulfate and extracted with ethyl acetate. The orga...